The task is: describe an organic reaction: reactants, conditions, products, and yield. This data is from the Open Reaction Database (ORD), a public repository of structured organic reaction records. Reactants: C(=O)C1=CNC2=CC(=CC=C12)C=O (3,6-diformylindole), COC(C=P(C1=CC=CC=C1)(C1=CC=CC=C1)C1=CC=CC=C1)=O (methyl(triphenylphosphoranylidene)acetate). Solvent: O1CCOCC1 (dioxane). The product is N1C=C(C2=CC=C(C=C12)/C=C/C(=O)OC)/C=C/C(=O)OC (dimethyl E,E-indole-3,6-diacrylate). Isolated yield 72.8%. As a reaction SMILES: [CH:1]([C:3]1[C:11]2[C:6](=[CH:7][C:8]([CH:12]=O)=[CH:9][CH:10]=2)[NH:5][CH:4]=1)=O.[CH3:14][O:15][C:16](=[O:37])[CH:17]=P(C1C=CC=CC=1)(C1C=CC=CC=1)C1C=CC=CC=1>O1CCOCC1>[NH:5]1[C:6]2[C:11](=[CH:10][CH:9]=[C:8](/[CH:12]=[CH:17]/[C:16]([O:15][CH3:14])=[O:37])[CH:7]=2)[C:3](/[CH:1]=[CH:17]/[C:16]([O:15][CH3:14])=[O:37])=[CH:4]1. Procedure: A mixture of 3,6-diformylindole (1 g), methyl(triphenylphosphoranylidene)acetate (7.76 g) and dry dioxane (50 ml) was stirred and heated under reflux for 6 hr under an atmosphere of nitrogen. The solvent was evaporated, the residue extracted with several portions of ether, the ether extracts evaporated and the crude product purified by flash chromatography, eluting with 2:3 ethyl acetate:hexane, to give dimethyl E,E-indole-3,6-diacrylate (1.2 g, 73%) as a yellow solid; partial NMR (250 MHz, DMSO... Starting materials: C1=NC(=CC=2C3=CC=CC=C3NC12)C=O (beta-carboline-3-carboxaldehyde), CN(C=O)C (dimethyl-formamide), CN(N)C (N,N-dimethyl hydrazine). Solvent: O (water). Reaction conditions: time 3 hour. Yields the product CN(N=CC=1N=CC=2NC3=CC=CC=C3C2C1)C (beta-carboline-3-carboxaldehyde-dimethylhydrazone). RXN SMILES: [CH:1]1[C:13]2[NH:12][C:11]3[C:6](=[CH:7][CH:8]=[CH:9][CH:10]=3)[C:5]=2[CH:4]=[C:3]([CH:14]=O)[N:2]=1.CN(C)C=O.[CH3:21][N:22]([CH3:24])[NH2:23]>O>[CH3:21][N:22]([CH3:24])[N:23]=[CH:14][C:3]1[N:2]=[CH:1][C:13]2[NH:12][C:11]3[C:6]([C:5]=2[CH:4]=1)=[CH:7][CH:8]=[CH:9][CH:10]=3. Procedure: A mixture of 1.0 g of beta-carboline-3-carboxaldehyde, 10 ml of dimethyl-formamide and 3 ml of N,N-dimethyl hydrazine is introduced into a glass autoclave. The air is replaced by nitrogen. After stirring for 3 h, the reaction mixture is allowed to stand overnight at room temperature. After adding 25 ml of water, the reaction mixture is extracted with 100 and 50 ml of chloroform. The chloroform phase is dried using magnesium sulfate, then filtered. Then, the chloroform is evaporated. After adding... Starting materials: FC(C(C1=CC=C(C=C1)C=O)NC(C(C)C)=O)(F)F (N-[2,2,2-trifluoro-1-(4-formylphenyl)ethyl]isobutyramide), Cl.NO (hydroxylamine hydrochloride). Run in CO (methanol), O (water), C(C)(=O)OCC (ethyl acetate). Reaction conditions: time 1.5 hour. Product: FC(C(C1=CC=C(C=C1)C=NO)NC(C(C)C)=O)(F)F (N-[2,2,2-trifluoro-1-(4-hydroxyiminomethylphenyl)ethyl]isobutyramide). Isolated yield 118.5%. As a reaction SMILES: [F:1][C:2]([F:19])([F:18])[CH:3]([NH:12][C:13](=[O:17])[CH:14]([CH3:16])[CH3:15])[C:4]1[CH:9]=[CH:8][C:7]([CH:10]=O)=[CH:6][CH:5]=1.Cl.[NH2:21][OH:22]>CO.O.C(OCC)(=O)C>[F:1][C:2]([F:19])([F:18])[CH:3]([NH:12][C:13](=[O:17])[CH:14]([CH3:16])[CH3:15])[C:4]1[CH:9]=[CH:8][C:7]([CH:10]=[N:21][OH:22])=[CH:6][CH:5]=1 |f:1.2|. Reported procedure: In a solution of 0.16 g of N-[2,2,2-trifluoro-1-(4-formylphenyl)ethyl]isobutyramide in 4.0 mL of methanol and 1.0 mL of water, 0.075 g of hydroxylamine hydrochloride was added, and stirred at room temperature for 1.5 hour. After the completion of the reaction, the reaction mixture was diluted with 20 mL of ethyl acetate, washed with water (10 mL×1), and the organic phase was dehydrated with and dried over saturated sodium chloride aqueous solution and anhydrous magnesium sulfate in that order, a...